From a dataset of the Open Reaction Database (ORD), a public repository of structured organic reaction records. describe an organic reaction: reactants, conditions, products, and yield Starting materials: COC1=CC(=C(C=C1)C=1NC2=C(C=NC=C2)N1)OCCCCl (2-[4-Methoxy-2-(3-chloropropoxy)phenyl]-1H-imidazo[4,5-c]pyridine), C(C)(C)(C)N (tert-butylamine), hydrate. Run in C(C)O (ethanol). The product is Cl.COC1=CC(=C(C=C1)C=1NC2=C(C=NC=C2)N1)OCCCNC(C)(C)C (2-[4-Methoxy-2-(3-tert-butylaminopropoxy)phenyl]1H-imidazo-[4,5-c]pyridine hydrochloride). Reaction SMILES: [CH3:1][O:2][C:3]1[CH:8]=[CH:7][C:6]([C:9]2[NH:10][C:11]3[CH:16]=[CH:15][N:14]=[CH:13][C:12]=3[N:17]=2)=[C:5]([O:18][CH2:19][CH2:20][CH2:21][Cl:22])[CH:4]=1.[C:23]([NH2:27])([CH3:26])([CH3:25])[CH3:24]>C(O)C>[ClH:22].[CH3:1][O:2][C:3]1[CH:8]=[CH:7][C:6]([C:9]2[NH:10][C:11]3[CH:16]=[CH:15][N:14]=[CH:13][C:12]=3[N:17]=2)=[C:5]([O:18][CH2:19][CH2:20][CH2:21][NH:27][C:23]([CH3:26])([CH3:25])[CH3:24])[CH:4]=1 |f:3.4|. Reported procedure: The above compound was prepared by reacting the product of stage (a) of Example 43 and tert-butylamine in ethanol at 100° C. for 8 hours as described in stage (b) in Example 43, m.p. 252°-253° C. (hydrate). The reactants are O=C1Cc2ccc(NC(=O)c3ccncc3)cc2N1, [K+], O=[N+]([O-])[O-], O=S(=O)(O)O. Product: O=C1Cc2cc([N+](=O)[O-])c(NC(=O)c3ccncc3)cc2N1. As a reaction SMILES: [C:1]([c:2]1[cH:3][cH:4][n:5][cH:6][cH:7]1)(=[O:8])[NH:9][c:10]1[cH:11][cH:12][c:13]2[c:17]([cH:18]1)[NH:16][C:15](=[O:19])[CH2:14]2.[K+:20].[O-:21][N+:22]([O-:23])=[O:24].[S:25](=[O:26])(=[O:27])([OH:28])[OH:29]>>[C:1]([c:2]1[cH:3][cH:4][n:5][cH:6][cH:7]1)(=[O:8])[NH:9][c:10]1[c:11]([N+:22](=[O:21])[O-:23])[cH:12][c:13]2[c:17]([cH:18]1)[NH:16][C:15](=[O:19])[CH2:14]2. The reactants are B, CC(=O)O, CO, ClCCl, COc1cc(C(=O)NC2CNC2)c(F)cc1Nc1ncc2c(n1)N(C1CCCC1)CC(F)(F)C(=O)N2C, O=C1CCCC1, c1ccncc1. The product is COc1cc(C(=O)NC2CN(C3CCCC3)C2)c(F)cc1Nc1ncc2c(n1)N(C1CCCC1)CC(F)(F)C(=O)N2C. Reaction SMILES: [BH3:53].[C:54]([OH:55])(=[O:56])[CH3:57].[CH3:58][OH:59].[Cl:38][CH2:39][Cl:40].[NH:1]1[CH2:2][CH:3]([NH:5][C:6]([c:7]2[c:8]([F:36])[cH:9][c:10]([NH:15][c:16]3[n:17][cH:18][c:19]4[c:20]([n:35]3)[N:21]([CH:30]3[CH2:31][CH2:32][CH2:33][CH2:34]3)[CH2:22][C:23]([F:28])([F:29])[C:24](=[O:27])[N:25]4[CH3:26])[c:11]([O:13][CH3:14])[cH:12]2)=[O:37])[CH2:4]1.[O:41]=[C:42]1[CH2:43][CH2:44][CH2:45][CH2:46]1.[n:47]1[cH:48][cH:49][cH:50][cH:51][cH:52]1>>[N:1]1([CH:42]2[CH2:43][CH2:44][CH2:45][CH2:46]2)[CH2:2][CH:3]([NH:5][C:6]([c:7]2[c:8]([F:36])[cH:9][c:10]([NH:15][c:16]3[n:17][cH:18][c:19]4[c:20]([n:35]3)[N:21]([CH:30]3[CH2:31][CH2:32][CH2:33][CH2:34]3)[CH2:22][C:23]([F:28])([F:29])[C:24](=[O:27])[N:25]4[CH3:26])[c:11]([O:13][CH3:14])[cH:12]2)=[O:37])[CH2:4]1.